This data is from the Open Reaction Database (ORD), a public repository of structured organic reaction records. The task is: describe an organic reaction: reactants, conditions, products, and yield The reactants are [Si](C)(C)(C(C)(C)C)O[C@H]1C(N(C[C@@H]1C1(CC1)C(=O)OCC)[C@@H](C)C1=CC=CC=C1)=O (3-(R)-Tert-butyldimethylsilyloxy-4-(S)-(1-ethoxycarbonylcyclopropyl)-1-[1-(S)-phenylethyl]-2-pyrrolidone), COC=1C=CC(=CC1)P2(=S)SP(=S)(S2)C=3C=CC(=CC3)OC (Lawesson's reagent). Run in C1=CC=CC=C1 (benzene). Product: [Si](C)(C)(C(C)(C)C)O[C@H]1C(N(C[C@@H]1C1(CC1)C(=O)OCC)[C@@H](C)C1=CC=CC=C1)=S (3-(R)-Tert-butyldimethylsilyloxy-4-(S)-(1-ethoxycarbonylcyclopropyl)-1-[1-(S)-phenylethyl]-2-pyrrolidinethione). Isolated yield 88.0%. RXN SMILES: [Si:1]([O:8][C@@H:9]1[C@@H:13]([C:14]2([C:17]([O:19][CH2:20][CH3:21])=[O:18])[CH2:16][CH2:15]2)[CH2:12][N:11]([C@H:22]([C:24]2[CH:29]=[CH:28][CH:27]=[CH:26][CH:25]=2)[CH3:23])[C:10]1=O)([C:4]([CH3:7])([CH3:6])[CH3:5])([CH3:3])[CH3:2].COC1C=CC(P2(SP(C3C=CC(OC)=CC=3)(=S)S2)=[S:40])=CC=1>C1C=CC=CC=1>[Si:1]([O:8][C@@H:9]1[C@@H:13]([C:14]2([C:17]([O:19][CH2:20][CH3:21])=[O:18])[CH2:16][CH2:15]2)[CH2:12][N:11]([C@H:22]([C:24]2[CH:29]=[CH:28][CH:27]=[CH:26][CH:25]=2)[CH3:23])[C:10]1=[S:40])([C:4]([CH3:7])([CH3:6])[CH3:5])([CH3:3])[CH3:2]. Reported procedure: 3-(R)-Tert-butyldimethylsilyloxy-4-(S)-(1-ethoxycarbonylcyclopropyl)-1-[1-(S)-phenylethyl]-2-pyrrolidone was dissolved in dry benzene (200 ml), and the solution was mixed with Lawesson's reagent (4.49 g, 11.1 mmol) and heated under reflux for 3 hours. After cooling, benzene was evaporated under reduced pressure, and the resulting residue was subjected to flash silica gel chromatography and eluted with an eluant of n-hexane:ethyl acetate=4:1, to thereby obtain 7.96 g (88%) of the title compound a... Starting materials: 128.40g, C1(=CC=CC=C1)OC(C1=CC=C(C=C1)O)=O (phenyl-4-hydroxybenzoate), C(O)CN (ethanolamine). Solvent: C(Cl)(Cl)Cl (chloroform). Conditions: temperature 150 celsius. Product: OCCNC(C1=CC=C(C=C1)O)=O (N-(2-hydroxyethyl)-p-hydroxybenzamide). The yield is 95.0%. As a reaction SMILES: C1(O[C:8](=[O:16])[C:9]2[CH:14]=[CH:13][C:12]([OH:15])=[CH:11][CH:10]=2)C=CC=CC=1.[CH2:17]([CH2:19][NH2:20])[OH:18]>C(Cl)(Cl)Cl>[OH:18][CH2:17][CH2:19][NH:20][C:8](=[O:16])[C:9]1[CH:10]=[CH:11][C:12]([OH:15])=[CH:13][CH:14]=1. Reported procedure: A mixture of 128.40g (.60 moles) of phenyl-4-hydroxybenzoate and 36.97g 606 moles) of ethanolamine was heated to 150° C. while stirring under a nitrogen atmosphere. After 2 hours at 150° C. the amber melt was cooled to ~150° C. and then poured into 1000 ml of chloroform. Within a few minutes a solid yellow precipitate formed. The precipitate was isolated by vacuum filtration washed with fresh chloroform and then air dried. This material was identified by NMR and IR spectroscopy as N-(2-hydroxyet... Starting materials: N(=NC(C#N)(C)C)C(C#N)(C)C (2,2'-Azobis(2-methylpropionitrile)), C(CCC)[SnH](CCCC)CCCC (tributyltin hydride), [N+](#[C-])[C@H]1C(N([C@@H]1CC=C)C(C(=O)OC)=C(C)C)=O (methyl 2-[(3R,4R)-3-isocyano-2-oxo-4-allylazetidin-1-yl]-3-methylbut-2-enoate). Run in C1=CC=CC=C1 (benzene). Product: O=C1N([C@@H](C1)CC=C)C(C(=O)OC)=C(C)C (methyl 2-[(4R)-2-oxo-4-allylazetidin-1-yl]-3-methylbut-2-enoate). Isolated yield 99.2%. RXN SMILES: N(C(C)(C)C#N)=NC(C)(C)C#N.C([SnH](CCCC)CCCC)CCC.[N+]([C@@H:28]1[C@@H:31]([CH2:32][CH:33]=[CH2:34])[N:30]([C:35](=[C:40]([CH3:42])[CH3:41])[C:36]([O:38][CH3:39])=[O:37])[C:29]1=[O:43])#[C-]>C1C=CC=CC=1>[O:43]=[C:29]1[CH2:28][C@@H:31]([CH2:32][CH:33]=[CH2:34])[N:30]1[C:35](=[C:40]([CH3:42])[CH3:41])[C:36]([O:38][CH3:39])=[O:37]. Procedure details: 2,2'-Azobis(2-methylpropionitrile) (98 mg) and tributyltin hydride (0.95 ml) were added to a solution of methyl 2-[(3R,4R)-3-isocyano-2-oxo-4-allylazetidin-1-yl]-3-methylbut-2-enoate (740 mg) in benzene (15 ml), and the mixture was refluxed for 20 minutes. The reaction mixture was chromatographed on silica gel (15 g) eluting with a mixture of hexane and ethyl acetate (5:1-3:1) to give methyl 2-[(4R)-2-oxo-4-allylazetidin-1-yl]-3-methylbut-2-enoate (660 mg).